Dataset: the Open Reaction Database (ORD), a public repository of structured organic reaction records. Task: describe an organic reaction: reactants, conditions, products, and yield Reactants: F[B-](F)(F)F, COc1cnc(-c2cncnc2)c2[nH]cc(C(=O)C(=O)O)c12, CCN(C(C)C)C(C)C, ClCCl, Cl, CN(C)C=O, c1ccc(-n2nnnc2N2CCNCC2)cc1, CN(C)C(On1nnc2ccccc21)=[N+](C)C. The product is COc1cnc(-c2cncnc2)c2[nH]cc(C(=O)C(=O)N3CCN(c4nnnn4-c4ccccc4)CC3)c12. RXN SMILES: [B-:41]([F:42])([F:43])([F:44])[F:45].[CH3:1][O:2][c:3]1[c:4]2[c:5]([c:6](-[c:9]3[cH:10][n:11][cH:12][n:13][cH:14]3)[n:7][cH:8]1)[nH:15][cH:16][c:17]2[C:18]([C:19](=[O:20])[OH:21])=[O:22].[CH:63]([N:64]([CH2:65][CH3:66])[CH:67]([CH3:68])[CH3:69])([CH3:70])[CH3:71].[Cl:77][CH2:78][Cl:79].[ClH:23].[O:72]=[CH:73][N:74]([CH3:75])[CH3:76].[c:24]1(-[n:30]2[n:31][n:32][n:33][c:34]2[N:35]2[CH2:36][CH2:37][NH:38][CH2:39][CH2:40]2)[cH:25][cH:26][cH:27][cH:28][cH:29]1.[n:46]1([O:47][C:48]([N:49]([CH3:50])[CH3:51])=[N+:52]([CH3:53])[CH3:54])[c:55]2[cH:56][cH:57][cH:58][cH:59][c:60]2[n:61][n:62]1>>[CH3:1][O:2][c:3]1[c:4]2[c:5]([c:6](-[c:9]3[cH:10][n:11][cH:12][n:13][cH:14]3)[n:7][cH:8]1)[nH:15][cH:16][c:17]2[C:18]([C:19](=[O:21])[N:38]1[CH2:37][CH2:36][N:35]([c:34]2[n:30](-[c:24]3[cH:25][cH:26][cH:27][cH:28][cH:29]3)[n:31][n:32][n:33]2)[CH2:40][CH2:39]1)=[O:22]. Reactants: N[C@@H]([C@@H](C)CC)C(=O)O (L-Isoleucine), N(=O)[O-].[Na+] (sodium nitrite), Br (HBr). Conditions: time 8 hour. Product: Br[C@H](C(=O)O)[C@H](CC)C ((2S 3S)-2-bromo-3-methyl valeric acid). Yield: 55.0%. RXN SMILES: N[C@H:2]([C:7]([OH:9])=[O:8])[C@H:3]([CH2:5][CH3:6])[CH3:4].N([O-])=O.[Na+].[BrH:14]>>[Br:14][C@@H:2]([C@@H:3]([CH3:4])[CH2:5][CH3:6])[C:7]([OH:9])=[O:8] |f:1.2|. Reported procedure: To a cooled (0° C.) solution of L-Isoleucine (66 g) dissolved in HBr (6N, 500 ml) was added dropwise a solution of sodium nitrite (35 g in 100 ml water). The reaction was stirred overnight at room temperature and then extracted with EtOAc (3×150 ml). The combined organic extracts washed with 10% sodium bisulfit solution, water, saturated brine, dried over MgSO4, filtered and concentrated. The product a yellowish oil (53.9 g) was obtained in 55% yield. (The product can be purified by distillation... The reactants are COC(=O)C(C)Oc1ccc(Oc2ncc(C(F)(F)F)cc2F)cc1, Cl, [Na+], C1COCCO1, [OH-]. Product: CC(Oc1ccc(Oc2ncc(C(F)(F)F)cc2F)cc1)C(=O)O. RXN SMILES: [CH3:1][O:2][C:3]([CH:4]([CH3:5])[O:6][c:7]1[cH:8][cH:9][c:10]([O:13][c:14]2[n:15][cH:16][c:17]([C:21]([F:22])([F:23])[F:24])[cH:18][c:19]2[F:20])[cH:11][cH:12]1)=[O:25].[ClH:28].[Na+:27].[O:29]1[CH2:30][CH2:31][O:32][CH2:33][CH2:34]1.[OH-:26]>>[O:2]=[C:3]([CH:4]([CH3:5])[O:6][c:7]1[cH:8][cH:9][c:10]([O:13][c:14]2[n:15][cH:16][c:17]([C:21]([F:22])([F:23])[F:24])[cH:18][c:19]2[F:20])[cH:11][cH:12]1)[OH:25].